From a dataset of the Open Reaction Database (ORD), a public repository of structured organic reaction records. describe an organic reaction: reactants, conditions, products, and yield Starting materials: CN(C)C=O, Cc1ncccc1CCl, [H-], [Na+], O, CCOC(=O)CCc1cn(Cc2ccc(O)cc2)cc1-c1ccccc1. Yields the product CCOC(=O)CCc1cn(Cc2ccc(OCc3cccnc3C)cc2)cc1-c1ccccc1. Reaction SMILES: [CH3:39][N:40]([CH3:41])[CH:42]=[O:43].[Cl:29][CH2:30][c:31]1[c:32]([CH3:37])[n:33][cH:34][cH:35][cH:36]1.[H-:1].[Na+:2].[OH2:38].[OH:3][c:4]1[cH:5][cH:6][c:7]([CH2:8][n:9]2[cH:10][c:11]([CH2:20][CH2:21][C:22](=[O:23])[O:24][CH2:25][CH3:26])[c:12](-[c:14]3[cH:15][cH:16][cH:17][cH:18][cH:19]3)[cH:13]2)[cH:27][cH:28]1>>[O:3]([c:4]1[cH:5][cH:6][c:7]([CH2:8][n:9]2[cH:10][c:11]([CH2:20][CH2:21][C:22](=[O:23])[O:24][CH2:25][CH3:26])[c:12](-[c:14]3[cH:15][cH:16][cH:17][cH:18][cH:19]3)[cH:13]2)[cH:27][cH:28]1)[CH2:30][c:31]1[c:32]([CH3:37])[n:33][cH:34][cH:35][cH:36]1. Starting materials: C1(=CC=C(C=C1)S(=O)(=O)O)C (p-toluenesulfonic acid), C(=O)(O)C12CC3(CC(CC(C1)C3)C2)C(=O)O (1,3-dicarboxyadamantane), CO (methanol). Yields the product COC(=O)C12CC3(CC(CC(C1)C3)C2)C(=O)OC (1,3-dimethoxycarbonyladamantane). As a reaction SMILES: [C:1]1(C)C=CC(S(O)(=O)=O)=CC=1.[C:12]([C:15]12[CH2:24][CH:19]3[CH2:20][CH:21]([CH2:23][C:17]([C:25](O)=[O:26])([CH2:18]3)[CH2:16]1)[CH2:22]2)([OH:14])=[O:13].[CH3:28][OH:29]>>[CH3:28][O:29][C:25]([C:17]12[CH2:18][CH:19]3[CH2:20][CH:21]([CH2:22][C:15]([C:12]([O:14][CH3:1])=[O:13])([CH2:24]3)[CH2:16]1)[CH2:23]2)=[O:26]. Reported procedure: In the presence of an acid catalyst (p-toluenesulfonic acid), 1,3-dicarboxyadamantane obtained in Example 2 was allowed to react with an excess amount of methanol to give 1,3-dimethoxycarbonyladamantane. The reactants are CN(C=O)C (N,N-dimethylformamide), [N+](=O)([O-])C1=CC=C(C=CC2=NC3=CC=CC=C3N=C2C=CC2=CC=C(C=C2)[N+](=O)[O-])C=C1 (2,3-bis(4-nitrostyryl)quinoxaline), Cl (hydrochloric acid). The reagents and catalysts are [Fe] (iron). Solvent: O (water). Run at time 15 minute. Yields the product NC1=CC=C(C=CC2=NC3=CC=CC=C3N=C2C=CC2=CC=C(C=C2)N)C=C1 (2,3-Bis(4-aminostyryl)quinoxaline). Yield: 96.3%. As a reaction SMILES: CN(C)C=O.[N+:6]([C:9]1[CH:37]=[CH:36][C:12]([CH:13]=[CH:14][C:15]2[C:24]([CH:25]=[CH:26][C:27]3[CH:32]=[CH:31][C:30]([N+:33]([O-])=O)=[CH:29][CH:28]=3)=[N:23][C:22]3[C:17](=[CH:18][CH:19]=[CH:20][CH:21]=3)[N:16]=2)=[CH:11][CH:10]=1)([O-])=O.Cl>[Fe].O>[NH2:33][C:30]1[CH:29]=[CH:28][C:27]([CH:26]=[CH:25][C:24]2[C:15]([CH:14]=[CH:13][C:12]3[CH:11]=[CH:10][C:9]([NH2:6])=[CH:37][CH:36]=3)=[N:16][C:17]3[C:22](=[CH:21][CH:20]=[CH:19][CH:18]=3)[N:23]=2)=[CH:32][CH:31]=1. Procedure: In a solution of 40 ml of N,N-dimethylformamide and 10 ml of water, 10 g of iron powders and 5.2 g of 2,3-bis(4-nitrostyryl)quinoxaline were dispersed. While stirring, 2.4 ml of hydrochloric acid was dropwise added to the dispersion at room temperature. Stirring was continued for 15 minutes at the same temperature and then for 30 minutes on a steam bath at 70° C. The reaction liquid was transferred to a Soxhlet's extractor and extracted for 3 hours using 300 ml of acetone. The acetone extracts w... Starting materials: CCO, N#CCc1cccc(C(=O)C2CC2)c1, [K+], [OH-], O. The product is O=C(O)Cc1cccc(C(=O)C2CC2)c1. Reaction SMILES: [CH3:18][CH2:19][OH:20].[CH:1]1([C:4](=[O:5])[c:6]2[cH:7][c:8]([CH2:12][C:13]#[N:14])[cH:9][cH:10][cH:11]2)[CH2:2][CH2:3]1.[K+:16].[OH-:15].[OH2:17]>>[CH:1]1([C:4](=[O:5])[c:6]2[cH:7][c:8]([CH2:12][C:13](=[O:15])[OH:17])[cH:9][cH:10][cH:11]2)[CH2:2][CH2:3]1. Reaction SMILES: [C:1]([C:3]1[CH:8]=[CH:7][C:6]([CH:9]2[CH2:14][CH2:13][NH:12][CH2:11][CH2:10]2)=[CH:5][CH:4]=1)#[N:2].[CH3:15][O:16][C:17]([CH2:19][CH:20]1[CH2:25][CH2:24][N:23]([C:26](OC2C=CC([N+]([O-])=O)=CC=2)=[O:27])[CH2:22][CH2:21]1)=[O:18]>C(OCC)(=O)C>[C:1]([C:3]1[CH:4]=[CH:5][C:6]([CH:9]2[CH2:14][CH2:13][N:12]([C:26]([N:23]3[CH2:24][CH2:25][CH:20]([CH2:19][C:17]([O:16][CH3:15])=[O:18])[CH2:21][CH2:22]3)=[O:27])[CH2:11][CH2:10]2)=[CH:7][CH:8]=1)#[N:2]. Yields the product C(#N)C1=CC=C(C=C1)C1CCN(CC1)C(=O)N1CCC(CC1)CC(=O)OC (4-(4-Cyanophenyl)-1-[4-(methoxycarbonylmethyl)-piperidinocarbonyl]-piperidine). Run in C(C)(=O)OCC (ethyl acetate). Procedure: 1.3 g of 4-(4-cyanophenyl)-piperidine and 2.9 g of 4-(methoxycarbonylmethyl)-1-[(4-nitrophenyl)-oxycarbonyl]-piperidine are stirred at 140° C. for 2.5 hours. The mixture is left to cool and the residue is dissolved in ethyl acetate. The organic phase is washed twice with 0.5N sodium hydroxide solution and once with water. The ethyl acetate phase is dried over sodium sulphate and the solvent is removed under reduced pressure. The residue remaining is chromatographed over silica gel. Yield: 1.5 g ... Starting materials: C(#N)C1=CC=C(C=C1)C1CCNCC1 (4-(4-cyanophenyl)-piperidine), COC(=O)CC1CCN(CC1)C(=O)OC1=CC=C(C=C1)[N+](=O)[O-] (4-(methoxycarbonylmethyl)-1-[(4-nitrophenyl)-oxycarbonyl]-piperidine).